Dataset: the Open Reaction Database (ORD), a public repository of structured organic reaction records. Task: describe an organic reaction: reactants, conditions, products, and yield The reactants are ClC=1C(=C(C(=NC1)F)F)N(NC(=O)OC(C)(C)C)C(=O)OC(C)(C)C (di-tert-butyl 1-(5-chloro-2,3-difluoropyridin-4-yl)hydrazine-1,2-dicarboxylate), COC(CC(OC)OC)OC (1,1,3,3-tetramethoxypropane), CCO (EtOH), OS(=O)(=O)O (H2SO4). Solvent: CCOC(=O)C (EtOAc). Reaction conditions: temperature 45 celsius, time 45 minute. The product is ClC=1C(=C(C(=NC1)F)F)N1N=CC=C1 (5-Chloro-2,3-difluoro-4-(1H-pyrazol-1-yl)pyridine). Isolated yield 74.2%. RXN SMILES: [Cl:1][C:2]1[C:3]([N:10]([C:19](OC(C)(C)C)=O)[NH:11][C:12](OC(C)(C)C)=O)=[C:4]([F:9])[C:5]([F:8])=[N:6][CH:7]=1.[CH3:26]OC(OC)CC(OC)OC.CCO.OS(O)(=O)=O>CCOC(C)=O>[Cl:1][C:2]1[C:3]([N:10]2[CH:19]=[CH:26][CH:12]=[N:11]2)=[C:4]([F:9])[C:5]([F:8])=[N:6][CH:7]=1. Procedure details: To a stirred mixture of di-tert-butyl 1-(5-chloro-2,3-difluoropyridin-4-yl)hydrazine-1,2-dicarboxylate (4.0 g, 0.010 mol, 1.0 equiv) and 1,1,3,3-tetramethoxypropane (17 mL, 0.10 mol, 10 equiv) was added a mixture of EtOH (100 mL) and concentrated H2SO4 (28 mL). The vessel was then sealed and heated to 45° C. After stirring for 45 minutes, the mixture was diluted with EtOAc (300 mL) and washed with water (300 mL), dried over Na2SO4 and concentrated under vacuum. The residue was purified over sili... Reactants: C(C1=CC=CC=C1)Cl (benzyl chloride), [Si](C)(C)(C(C)(C)C)OC=1C(=C(C(=O)O)C=CC1)F (3-tert-butyldimethylsilyloxy-2-fluorobenzoic acid), C([O-])([O-])=O.[K+].[K+] (potassium carbonate), [I-].[Na+] (sodium iodide). Run in CN(C)C=O (DMF), O (water). Reaction conditions: time 2 day. Yields the product C(C1=CC=CC=C1)OC=1C(=C(C(=O)OCC2=CC=CC=C2)C=CC1)F (Benzyl 3-benzyloxy-2-fluorobenzoate). Isolated yield 147.4%. RXN SMILES: [Si]([O:8][C:9]1[C:10]([F:18])=[C:11]([CH:15]=[CH:16][CH:17]=1)[C:12]([OH:14])=[O:13])(C(C)(C)C)(C)C.C(=O)([O-])[O-].[K+].[K+].[I-].[Na+].[CH2:27](Cl)[C:28]1[CH:33]=[CH:32][CH:31]=[CH:30][CH:29]=1>CN(C=O)C.O>[CH2:27]([O:8][C:9]1[C:10]([F:18])=[C:11]([CH:15]=[CH:16][CH:17]=1)[C:12]([O:14][CH2:12][C:11]1[CH:15]=[CH:16][CH:17]=[CH:9][CH:10]=1)=[O:13])[C:28]1[CH:33]=[CH:32][CH:31]=[CH:30][CH:29]=1 |f:1.2.3,4.5|. Reported procedure: To a mixture of 3-tert-butyldimethylsilyloxy-2-fluorobenzoic acid (7.74 g, 29 mmol), potassium carbonate (24.0 g, 174 mmol) and sodium iodide (25.9 g, 174 mmol) in DMF (180 ml) was added benzyl chloride (8.33 ml, 72.4 mmol) dropwise over 5 min. After stirring for 2 days the reaction mixture was poured into water (400 ml) and extracted with diethyl ether (3×200 ml). The combined extracts were washed with brine (100 ml), dried (MgSO4) and concentrated under reduced pressure. The crude product obta...